This data is from the Open Reaction Database (ORD), a public repository of structured organic reaction records. The task is: describe an organic reaction: reactants, conditions, products, and yield The reactants are FC(C(CC(=O)OCC)=O)(F)F (Ethyl trifluoroacetoacetate), NC1=CC=CC=C1 (aniline). Run in polyphosphoric acid. The product is FC(C1=NC2=CC=CC=C2C(=C1)O)(F)F (2-trifluoromethyl-4-hydroxyquinoline). As a reaction SMILES: [F:1][C:2]([F:12])([F:11])[C:3](=O)[CH2:4][C:5]([O:7]CC)=O.[NH2:13][C:14]1[CH:19]=[CH:18][CH:17]=[CH:16][CH:15]=1>>[F:12][C:2]([F:1])([F:11])[C:3]1[CH:4]=[C:5]([OH:7])[C:19]2[C:14](=[CH:15][CH:16]=[CH:17][CH:18]=2)[N:13]=1. Reported procedure: Ethyl trifluoroacetoacetate (3.7 g) and aniline (1.8 ml) were reacted together in polyphosphoric acid according to Joullie et al, J. Med. Chem., 16, 134 (1973), to give 2-trifluoromethyl-4-hydroxyquinoline (1.8 g). The latter was reacted with phosphorous oxychloride and phosphorous pentachloride in a similar fashion to Example VIII to give 2-trifluoromethyl-4-chloroquinoline, which was used in Stage a.